This data is from the Open Reaction Database (ORD), a public repository of structured organic reaction records. The task is: describe an organic reaction: reactants, conditions, products, and yield Reactants: CC(C)(C)OC(=O)N1CCCC1c1nc(-n2ccnc2)ns1, Cl, C1COCCO1. Yields the product c1cn(-c2nsc(C3CCCN3)n2)cn1. Reaction SMILES: [C:1]([O:2][C:3](=[O:4])[N:8]1[CH:9]([c:13]2[n:14][c:15](-[n:18]3[cH:19][n:20][cH:21][cH:22]3)[n:16][s:17]2)[CH2:10][CH2:11][CH2:12]1)([CH3:5])([CH3:6])[CH3:7].[ClH:29].[O:23]1[CH2:24][CH2:25][O:26][CH2:27][CH2:28]1>>[NH:8]1[CH:9]([c:13]2[n:14][c:15](-[n:18]3[cH:19][n:20][cH:21][cH:22]3)[n:16][s:17]2)[CH2:10][CH2:11][CH2:12]1. Reactants: CC1(OB(OC1(C)C)C=1C=NN(C1)C(=O)O)C (4-(4,4,5,5-tetramethyl-1,3,2-dioxaborolan-2-yl)-1H-pyrazole-1-carboxylic acid), BrC1=CC(=CC=C1)[N+](=O)[O-] (1-bromo-3-nitrobenzene). Yields the product [N+](=O)([O-])C=1C=C(C=CC1)C=1C=NN(C1)C(=O)O (4-(3-nitrophenyl)-1H-pyrazole-1-carboxylic acid). RXN SMILES: CC1(C)C(C)(C)OB([C:9]2[CH:10]=[N:11][N:12]([C:14]([OH:16])=[O:15])[CH:13]=2)O1.Br[C:19]1[CH:24]=[CH:23][CH:22]=[C:21]([N+:25]([O-:27])=[O:26])[CH:20]=1>>[N+:25]([C:21]1[CH:20]=[C:19]([C:9]2[CH:10]=[N:11][N:12]([C:14]([OH:16])=[O:15])[CH:13]=2)[CH:24]=[CH:23][CH:22]=1)([O-:27])=[O:26]. Reported procedure: Using the same method as in Example 5-(i), 4-(4,4,5,5-tetramethyl-1,3,2-dioxaborolan-2-yl)-1H-pyrazole-1-carboxylic acid.tert-butyl was reacted with 1-bromo-3-nitrobenzene to give 4-(3-nitrophenyl)-1H-pyrazole-1-carboxylic acid.tert-butyl (yield: 64%). Starting materials: COc1cc2nccc(Oc3ccc(N)cc3)c2cc1OC, CCN(C(C)C)C(C)C, ClC(Cl)Cl, O=C(OC(Cl)(Cl)Cl)OC(Cl)(Cl)Cl, Cc1nnc(N)s1, O. Yields the product COc1cc2nccc(Oc3ccc(NC(=O)Nc4nnc(C)s4)cc3)c2cc1OC. As a reaction SMILES: [CH3:1][O:2][c:3]1[cH:4][c:5]2[c:6]([O:15][c:16]3[cH:17][cH:18][c:19]([NH2:20])[cH:21][cH:22]3)[cH:7][cH:8][n:9][c:10]2[cH:11][c:12]1[O:13][CH3:14].[CH:23]([N:24]([CH:25]([CH3:26])[CH3:27])[CH2:28][CH3:29])([CH3:30])[CH3:31].[CH:51]([Cl:52])([Cl:53])[Cl:54].[Cl:32][C:33]([Cl:34])([O:35][C:36]([O:37][C:38]([Cl:39])([Cl:40])[Cl:41])=[O:42])[Cl:43].[NH2:44][c:45]1[s:46][c:47]([CH3:50])[n:48][n:49]1.[OH2:55]>>[CH3:1][O:2][c:3]1[cH:4][c:5]2[c:6]([O:15][c:16]3[cH:17][cH:18][c:19]([NH:20][C:36](=[O:42])[NH:44][c:45]4[s:46][c:47]([CH3:50])[n:48][n:49]4)[cH:21][cH:22]3)[cH:7][cH:8][n:9][c:10]2[cH:11][c:12]1[O:13][CH3:14]. Starting materials: C1(=CC=CC=C1)C=1NC2=CC(=CC=C2C1)N (2-phenyl-1H-indol-6-amine), C(C(C)C)(=O)Cl (isobutyryl chloride), O (water). Run in N1=CC=CC=C1 (pyridine). Conditions: time 2 day. The product is C1(=CC=CC=C1)C=1NC2=CC(=CC=C2C1)NC(C(C)C)=O (N-(2-Phenyl-1H-indol-6-yl)isobutyramide). The yield is 20.7%. As a reaction SMILES: [C:1]1([C:7]2[NH:8][C:9]3[C:14]([CH:15]=2)=[CH:13][CH:12]=[C:11]([NH2:16])[CH:10]=3)[CH:6]=[CH:5][CH:4]=[CH:3][CH:2]=1.[C:17](Cl)(=[O:21])[CH:18]([CH3:20])[CH3:19].O>N1C=CC=CC=1>[C:1]1([C:7]2[NH:8][C:9]3[C:14]([CH:15]=2)=[CH:13][CH:12]=[C:11]([NH:16][C:17](=[O:21])[CH:18]([CH3:20])[CH3:19])[CH:10]=3)[CH:2]=[CH:3][CH:4]=[CH:5][CH:6]=1. Reported procedure: To a solution of 2-phenyl-1H-indol-6-amine (54 mg, 0.26 mmol) in pyridine (2 mL) at room temperature was added isobutyryl chloride (30 μL, 0.29 mmol). The resulting mixture was stirred at room temperature for 2 days. When water was added, a precipitate was formed. This solid was recrystallised from hot ethyl acetate to afford 15 mg (21%) of the title compound (LCMS RT=6.27 min, MH+ 279.0)